This data is from the Open Reaction Database (ORD), a public repository of structured organic reaction records. The task is: describe an organic reaction: reactants, conditions, products, and yield Reactants: ClC(Cl)Cl, Nc1ccc(Cl)cc1CO. The product is Nc1ccc(Cl)cc1C=O. RXN SMILES: [CH:11]([Cl:12])([Cl:13])[Cl:14].[NH2:1][c:2]1[c:3]([CH2:4][OH:5])[cH:6][c:7]([Cl:10])[cH:8][cH:9]1>>[NH2:1][c:2]1[c:3]([CH:4]=[O:5])[cH:6][c:7]([Cl:10])[cH:8][cH:9]1. Starting materials: O=C([O-])[O-], CCOC(C)=O, CS(C)=O, Clc1ccnc(Cl)n1, [Cs+], [Cs+], O=C(O)c1cccc2cc(O)ccc12. Yields the product O=C(O)c1cccc2cc(Oc3ccnc(Cl)n3)ccc12. As a reaction SMILES: [C:15](=[O:16])([O-:17])[O-:18].[CH3:29][CH2:30][O:31][C:32]([CH3:33])=[O:34].[CH3:35][S:36]([CH3:37])=[O:38].[Cl:21][c:22]1[n:23][cH:24][cH:25][c:26]([Cl:28])[n:27]1.[Cs+:19].[Cs+:20].[OH:1][c:2]1[cH:3][c:4]2[cH:5][cH:6][cH:7][c:8]([C:12](=[O:13])[OH:14])[c:9]2[cH:10][cH:11]1>>[O:1]([c:2]1[cH:3][c:4]2[cH:5][cH:6][cH:7][c:8]([C:12](=[O:13])[OH:14])[c:9]2[cH:10][cH:11]1)[c:26]1[cH:25][cH:24][n:23][c:22]([Cl:21])[n:27]1. Reactants: CO, CCOC(=O)COc1ccc(F)cc1[N+](=O)[O-]. Yields the product O=C1COc2ccc(F)cc2N1. RXN SMILES: [CH3:18][OH:19].[F:1][c:2]1[cH:3][c:4]([N+:15]([O-:16])=[O:17])[c:5]([O:6][CH2:7][C:8](=[O:9])[O:10][CH2:11][CH3:12])[cH:13][cH:14]1>>[F:1][c:2]1[cH:3][c:4]2[c:5]([cH:13][cH:14]1)[O:6][CH2:7][C:8](=[O:9])[NH:15]2. Reactants: [Si](C1=CC=CC=C1)(C1=CC=CC=C1)(C(C)(C)C)OCC=1C=C(C=CC1)C(C1C(OC(OC1=O)(C)C)=O)C1CC1 (5-((3-(((tert-butyldiphenylsilyl)oxy)methyl)phenyl) (cyclopropyl)methyl)-2,2-dimethyl-1,3-dioxane-4,6-dione), C(C)O (ethanol). Run in CN(C)C=O (DMF). Run at temperature 100 celsius, time 4 hour. Yields the product [Si](C1=CC=CC=C1)(C1=CC=CC=C1)(C(C)(C)C)OCC=1C=C(C=CC1)C(CC(=O)OCC)C1CC1 (ethyl 3-(3-(((tert-butyldiphenylsilyl)oxy)methyl)phenyl)-3-cyclopropylpropanoate). Isolated yield 100.1%. Reaction SMILES: [Si:1]([O:18][CH2:19][C:20]1[CH:21]=[C:22]([CH:26]([CH:37]2[CH2:39][CH2:38]2)[CH:27]2C(=O)O[C:30](C)([CH3:34])[O:29][C:28]2=[O:36])[CH:23]=[CH:24][CH:25]=1)([C:14]([CH3:17])([CH3:16])[CH3:15])([C:8]1[CH:13]=[CH:12][CH:11]=[CH:10][CH:9]=1)[C:2]1[CH:7]=[CH:6][CH:5]=[CH:4][CH:3]=1.C(O)C>CN(C=O)C>[Si:1]([O:18][CH2:19][C:20]1[CH:21]=[C:22]([CH:26]([CH:37]2[CH2:38][CH2:39]2)[CH2:27][C:28]([O:29][CH2:30][CH3:34])=[O:36])[CH:23]=[CH:24][CH:25]=1)([C:14]([CH3:17])([CH3:15])[CH3:16])([C:8]1[CH:13]=[CH:12][CH:11]=[CH:10][CH:9]=1)[C:2]1[CH:3]=[CH:4][CH:5]=[CH:6][CH:7]=1. Procedure details: To a solution of 5-((3-(((tert-butyldiphenylsilyl)oxy)methyl)phenyl) (cyclopropyl)methyl)-2,2-dimethyl-1,3-dioxane-4,6-dione (5.07 g) in DMF (40 mL) was added ethanol (20 mL), and the mixture was stirred at 100° C. for 4 hr. The reaction mixture was concentrated under reduced pressure, and water was added to the residue. The mixture was extracted with ethyl acetate, and the extract was washed with saturated brine and dried over anhydrous sodium sulfate. The solvent was evaporated under reduced p... Starting materials: CC(=O)O[BH-](OC(C)=O)OC(C)=O, CC(=O)O, CC#N, O=Cc1ccc(F)c(F)c1, Nc1nc2ccccc2n1-c1ccc(F)c(F)c1, [Na+], [Na+], O=C([O-])O. The product is Fc1ccc(CNc2nc3ccccc3n2-c2ccc(F)c(F)c2)cc1F. Reaction SMILES: [C:29]([O:30][BH-:31]([O:32][C:33](=[O:34])[CH3:35])[O:36][C:37](=[O:38])[CH3:39])(=[O:40])[CH3:41].[C:51]([OH:52])(=[O:53])[CH3:54].[CH3:48][C:49]#[N:50].[F:19][c:20]1[cH:21][c:22]([CH:23]=[O:24])[cH:25][cH:26][c:27]1[F:28].[F:1][c:2]1[cH:3][c:4](-[n:9]2[c:10]([NH2:18])[n:11][c:12]3[c:13]2[cH:14][cH:15][cH:16][cH:17]3)[cH:5][cH:6][c:7]1[F:8].[Na+:42].[Na+:47].[O-:43][C:44]([OH:45])=[O:46]>>[F:1][c:2]1[cH:3][c:4](-[n:9]2[c:10]([NH:18][CH2:23][c:22]3[cH:21][c:20]([F:19])[c:27]([F:28])[cH:26][cH:25]3)[n:11][c:12]3[c:13]2[cH:14][cH:15][cH:16][cH:17]3)[cH:5][cH:6][c:7]1[F:8].